This data is from the Open Reaction Database (ORD), a public repository of structured organic reaction records. The task is: describe an organic reaction: reactants, conditions, products, and yield The reactants are C(C1=CC=C(C(=O)O)C=C1)(=O)O (Terephthalic acid), aqueous solution, [OH-].C(C)[N+](CC)(CC)CC (tetraethylammonium hydroxide). Run in CO (methanol). Product: C(C1=CC=C(C(=O)[O-])C=C1)(=O)[O-].C(C)[N+](CC)(CC)CC.C(C)[N+](CC)(CC)CC (Bis(tetraethylammonium) Terephthalate). Yield: 92.0%. RXN SMILES: [C:1]([OH:12])(=[O:11])[C:2]1[CH:10]=[CH:9][C:5]([C:6]([OH:8])=[O:7])=[CH:4][CH:3]=1.[OH-].[CH2:14]([N+:16]([CH2:21][CH3:22])([CH2:19][CH3:20])[CH2:17][CH3:18])[CH3:15]>CO>[C:1]([O-:12])(=[O:11])[C:2]1[CH:10]=[CH:9][C:5]([C:6]([O-:8])=[O:7])=[CH:4][CH:3]=1.[CH2:14]([N+:16]([CH2:21][CH3:22])([CH2:19][CH3:20])[CH2:17][CH3:18])[CH3:15].[CH2:14]([N+:16]([CH2:21][CH3:22])([CH2:19][CH3:20])[CH2:17][CH3:18])[CH3:15] |f:1.2,4.5.6|. Procedure: Terephthalic acid (2.5 g, 0.015 mol) was titrated with a 40% aqueous solution of tetraethylammonium hydroxide (11.3 mL). The solvent was evaporated to obtain a hard residue which was dissolved in methanol. The methanol was evaporated to obtain 5.8 g, 92% yield of salt. FIG. 43, FIG. 43A and FIG. 43B show a 1H NMR spectrum and FIG. 44 shows a 13C NMR spectrum of the salt in DMSO-d6. Procedure: To 275 parts of a vigorously-stirred 31/2% solution of lithium tetrahydroaluminate(1-) in tetrahydrofuran at 0°-5° is slowly added 8 parts of concentrated sulfuric acid. The resultant mixture is stirred at 0°-5° for 1 hour, whereupon a solution of approximately 63 parts of 5-acetyl-10-bromo-5H-dibenz[b,f]azepine in 135 parts of tetrahydrofuran is stirred in during 30 minutes, producing a yellow color. The mixture thus obtained is stirred at 0°-5° for 30 minutes, whereupon a mixture of 20 parts o... Product: BrC1=CC2=C(N(C3=C1C=CC=C3)CC)C=CC=C2 (10-bromo-5-ethyl-5H-dibenz[b,f]azepine). Starting materials: 20, [OH-].[Na+] (sodium hydroxide), solution, [Li+].[AlH4-] (lithium tetrahydroaluminate(1-)), S(O)(O)(=O)=O (sulfuric acid), resultant mixture, C(C)(=O)N1C2=C(C=C(C3=C1C=CC=C3)Br)C=CC=C2 (5-acetyl-10-bromo-5H-dibenz[b,f]azepine). RXN SMILES: [Li+].[AlH4-].S(=O)(=O)(O)O.[C:8]([N:11]1[C:17]2[CH:18]=[CH:19][CH:20]=[CH:21][C:16]=2[C:15]([Br:22])=[CH:14][C:13]2[CH:23]=[CH:24][CH:25]=[CH:26][C:12]1=2)(=O)[CH3:9].[OH-].[Na+]>O1CCCC1.O>[Br:22][C:15]1[C:16]2[CH:21]=[CH:20][CH:19]=[CH:18][C:17]=2[N:11]([CH2:8][CH3:9])[C:12]2[CH:26]=[CH:25][CH:24]=[CH:23][C:13]=2[CH:14]=1 |f:0.1,4.5|. Run in O (water), O1CCCC1 (tetrahydrofuran), O (water), O1CCCC1 (tetrahydrofuran), O1CCCC1 (tetrahydrofuran). Run at time 30 minute. Reactants: CC(=O)CC(C)=O, O=N[O-], [Na+], O, O=S(=O)(O)O. The product is CC(=O)C(=NO)C(C)=O. Reaction SMILES: [CH3:10][C:11](=[O:12])[CH2:13][C:14]([CH3:15])=[O:16].[N:6](=[O:7])[O-:8].[Na+:9].[OH2:17].[S:1](=[O:2])(=[O:3])([OH:4])[OH:5]>>[N:6]([OH:8])=[C:13]([C:11]([CH3:10])=[O:12])[C:14]([CH3:15])=[O:16]. The reactants are BrCC1=CC=C(C(=O)OC)C=C1 (methyl 4-(bromomethyl)benzoate), C([O-])([O-])=O.[K+].[K+] (potassium carbonate), [I-].[Na+] (sodium iodide), ClC1=CC=C(C=C1)C=1N=C(SC1)NC1=CC=C(C=C1)C(F)(F)F ([4-(4-Chlorophenyl)thiazol-2-yl]-(4-trifluoromethylphenyl)amine). Run in C(C)#N (acetonitril). Conditions: temperature 60 celsius. Product: COC(C1=CC=C(C=C1)CN(C1=CC=C(C=C1)C(F)(F)F)C=1SC=C(N1)C1=CC=C(C=C1)Cl)=O (4-{[[4-(4-chlorophenyl)thiazol-2-yl]-(4-trifluoromethylphenyl)amino]methyl}benzoic acid methyl ester). RXN SMILES: [Cl:1][C:2]1[CH:7]=[CH:6][C:5]([C:8]2[N:9]=[C:10]([NH:13][C:14]3[CH:19]=[CH:18][C:17]([C:20]([F:23])([F:22])[F:21])=[CH:16][CH:15]=3)[S:11][CH:12]=2)=[CH:4][CH:3]=1.Br[CH2:25][C:26]1[CH:35]=[CH:34][C:29]([C:30]([O:32][CH3:33])=[O:31])=[CH:28][CH:27]=1.C(=O)([O-])[O-].[K+].[K+].[I-].[Na+]>C(#N)C>[CH3:33][O:32][C:30](=[O:31])[C:29]1[CH:34]=[CH:35][C:26]([CH2:25][N:13]([C:10]2[S:11][CH:12]=[C:8]([C:5]3[CH:4]=[CH:3][C:2]([Cl:1])=[CH:7][CH:6]=3)[N:9]=2)[C:14]2[CH:19]=[CH:18][C:17]([C:20]([F:21])([F:23])[F:22])=[CH:16][CH:15]=2)=[CH:27][CH:28]=1 |f:2.3.4,5.6|. Procedure details: [4-(4-Chlorophenyl)thiazol-2-yl]-(4-trifluoromethylphenyl)amine (0.335 mg; 0.95 mmol) was dissolved in acetonitril (4 ml) and methyl 4-(bromomethyl)benzoate (238 mg; 1.04 mmol), potassium carbonate (195 mg; 1.41 mmol) and sodium iodide (212 mg; 1.41 mmol) were added. The reaction mixture was heated to 60° C. for 3 days, then filtered while still hot. The solvent was removed by rotary evaporation, then the residue was dissolved in ethyl acetate (50 ml) and washed with water (50 ml) and brine (50 ... Starting materials: C(C1=CC=CC=C1)OC(=O)C1=C(N=C(NC1C1=C(C=C(C=C1)F)F)OC)CC (5-(benzyloxycarbonyl)-1,6-dihydro-2-methoxy-4-ethyl-6-(2,4-difluorophenyl)pyrimidine), ClC(=O)OC1=CC=C(C=C1)[N+](=O)[O-] (4-nitrophenyl chloroformate), [OH-].[Na+] (sodium hydroxide), O (water). The reagents and catalysts are CN(C)C1=CC=NC=C1 (4-(N,N-dimethylamino)pyridine). Run in C(Cl)Cl (CH2Cl2). Run at time 12 hour. Product: C(C1=CC=CC=C1)OC(=O)C1=C(N=C(N(C1C1=C(C=C(C=C1)F)F)C(=O)OC1=CC=C(C=C1)[N+](=O)[O-])OC)CC (5-(Benzyloxycarbonyl)-4-ethyl-1,6-dihydro-2-methoxy-6-(2,4-difluorophenyl)-1-[(4-nitrophenyloxy) carbonyl]pyrimidine). The yield is 97.8%. Reaction SMILES: [CH2:1]([O:8][C:9]([C:11]1[CH:16]([C:17]2[CH:22]=[CH:21][C:20]([F:23])=[CH:19][C:18]=2[F:24])[NH:15][C:14]([O:25][CH3:26])=[N:13][C:12]=1[CH2:27][CH3:28])=[O:10])[C:2]1[CH:7]=[CH:6][CH:5]=[CH:4][CH:3]=1.Cl[C:30]([O:32][C:33]1[CH:38]=[CH:37][C:36]([N+:39]([O-:41])=[O:40])=[CH:35][CH:34]=1)=[O:31].O.[OH-].[Na+]>CN(C1C=CN=CC=1)C.C(Cl)Cl>[CH2:1]([O:8][C:9]([C:11]1[CH:16]([C:17]2[CH:22]=[CH:21][C:20]([F:23])=[CH:19][C:18]=2[F:24])[N:15]([C:30]([O:32][C:33]2[CH:34]=[CH:35][C:36]([N+:39]([O-:41])=[O:40])=[CH:37][CH:38]=2)=[O:31])[C:14]([O:25][CH3:26])=[N:13][C:12]=1[CH2:27][CH3:28])=[O:10])[C:2]1[CH:7]=[CH:6][CH:5]=[CH:4][CH:3]=1 |f:3.4|. Procedure details: To a well stirred solution of 5-(benzyloxycarbonyl)-1,6-dihydro-2-methoxy-4-ethyl-6-(2,4-difluorophenyl)pyrimidine (22.5 g, 59.3 mmol) and 4-(N,N-dimethylamino)pyridine (9.3 g, 75.8 mmol) in CH2Cl2 (200 mL) was added powdered 4-nitrophenyl chloroformate (15.3 g, 75.8 mmol) at 0° C. The reaction mixture was stirred for 12 h at room temperature and then water (50 mL) was added. The pH of the aqueous layer was adjusted to 10-11 by the addition of 6 N sodium hydroxide. The dichloromethane layer was ... Reactants: C(C)OC1CCC(CC1)C1=CC(=C(C=C1)C1CCC(CC1)C1CCC(CC1)=COC)F (4-(4-(4-ethoxycyclohexyl)-2-fluorophenyl)-4′-(methoxymethylene)bi(cyclohexane)), CC(=O)C (acetone), O (Water), Cl (Hydrochloric acid). The solvent is C1(=CC=CC=C1)C (toluene). Reaction conditions: temperature 50 celsius, time 3 hour. The product is C(C)OC1CCC(CC1)C1=CC(=C(C=C1)C1CCC(CC1)C1CCC(CC1)C=O)F (4′-(4-(4-ethoxycyclohexyl)-2-fluorophenyl)bi(cyclohexane)-4-carbaldehyde). Yield: 31.0%. Reaction SMILES: [CH2:1]([O:3][CH:4]1[CH2:9][CH2:8][CH:7]([C:10]2[CH:15]=[CH:14][C:13]([CH:16]3[CH2:21][CH2:20][CH:19]([CH:22]4[CH2:27][CH2:26][C:25](=[CH:28][O:29]C)[CH2:24][CH2:23]4)[CH2:18][CH2:17]3)=[C:12]([F:31])[CH:11]=2)[CH2:6][CH2:5]1)[CH3:2].CC(C)=O.Cl.O>C1(C)C=CC=CC=1>[CH2:1]([O:3][CH:4]1[CH2:5][CH2:6][CH:7]([C:10]2[CH:15]=[CH:14][C:13]([CH:16]3[CH2:21][CH2:20][CH:19]([CH:22]4[CH2:27][CH2:26][CH:25]([CH:28]=[O:29])[CH2:24][CH2:23]4)[CH2:18][CH2:17]3)=[C:12]([F:31])[CH:11]=2)[CH2:8][CH2:9]1)[CH3:2]. Procedure: The compound (27) (7.64 g) and acetone (25 ml) were put in a reaction vessel under a nitrogen atmosphere, and heated to 50° C. 6N-Hydrochloric acid (8 ml) was added dropwise thereto in the temperature range of 40° C. to 50° C., and the mixture was stirred for 3 hours, and cooled slowly to room temperature. Water (100 ml) and toluene (100 ml) were added and mixed thereto. The mixture was allowed to stand until it had separated into two phases, the organic and aqueous phases, and an extractive ope...